From a dataset of the Open Reaction Database (ORD), a public repository of structured organic reaction records. describe an organic reaction: reactants, conditions, products, and yield Reactants: BrCc1ccccc1, CC#N, Oc1cccnc1-c1ccccc1. Yields the product [Br-], Oc1ccc[n+](Cc2ccccc2)c1-c1ccccc1. As a reaction SMILES: [CH2:14]([c:15]1[cH:16][cH:17][cH:18][cH:19][cH:20]1)[Br:21].[CH3:22][C:23]#[N:24].[c:1]1(-[c:7]2[n:8][cH:9][cH:10][cH:11][c:12]2[OH:13])[cH:2][cH:3][cH:4][cH:5][cH:6]1>>[Br-:21].[c:1]1(-[c:7]2[n+:8]([CH2:14][c:15]3[cH:16][cH:17][cH:18][cH:19][cH:20]3)[cH:9][cH:10][cH:11][c:12]2[OH:13])[cH:2][cH:3][cH:4][cH:5][cH:6]1. Reactants: N1=CC(=CC(=C1)C(=O)OCC)C(=O)OCC (3,5-pyridinedicarboxylic acid, diethyl ester), Cl (HCl). Solvent: C(C)(C)O (isopropyl alcohol). Yields the product Cl.N1=CC(=CC(=C1)C(=O)OCC)C(=O)OCC (3,5-pyridinedicarboxylic acid, diethyl ester hydrochloride). Reaction SMILES: [N:1]1[CH:6]=[C:5]([C:7]([O:9][CH2:10][CH3:11])=[O:8])[CH:4]=[C:3]([C:12]([O:14][CH2:15][CH3:16])=[O:13])[CH:2]=1.[ClH:17]>C(O)(C)C>[ClH:17].[N:1]1[CH:2]=[C:3]([C:12]([O:14][CH2:15][CH3:16])=[O:13])[CH:4]=[C:5]([C:7]([O:9][CH2:10][CH3:11])=[O:8])[CH:6]=1 |f:3.4|. Procedure: The compound 1,4-dihydro-2,6-dimethyl-4- 3-(1H-imidazol-1-yl)phenyl!-3,5-pyridinedicarboxylic acid, diethyl ester (0.1 g) was dissolved in isopropyl alcohol (2 ml) and treated with isopropanolic HCl. The solution was evaporated to dryness and the residue crystallized from ethylacetate/ethanol (3:1) mixture. The salt 1,4-dihydro-2,6-dimethyl-4- 3-(1H-imidazol-1-yl)phenyl!-3,5-pyridinedicarboxylic acid, diethyl ester hydrochloride was obtained in quantitative yield, m.p. 235°-240° C. (dec.). Starting materials: C(#N)C1=C(C=CC=C1)C1=CC=C(C=C1)C (4-(2-cyanophenyl)toluene), C(=O)O (formic acid). The reagents and catalysts are [Ni] (Ni). Reaction conditions: temperature 85 celsius, time 8 hour. Product: C(=O)C1=C(C=CC=C1)C1=CC=C(C=C1)C (4-(2-formylphenyl)toluene). Isolated yield 71.2%. RXN SMILES: [C:1]([C:3]1[CH:8]=[CH:7][CH:6]=[CH:5][C:4]=1[C:9]1[CH:14]=[CH:13][C:12]([CH3:15])=[CH:11][CH:10]=1)#N.C(O)=[O:17]>[Ni]>[CH:1]([C:3]1[CH:8]=[CH:7][CH:6]=[CH:5][C:4]=1[C:9]1[CH:14]=[CH:13][C:12]([CH3:15])=[CH:11][CH:10]=1)=[O:17]. Procedure: To a solution of 10 g (0.051 mol) of 4-(2-cyanophenyl)toluene in 300 ml of formic acid 30 g of Raney Ni is added. Reaction mixture is stirred at the 85° C. overnight and filtered. Filter cake is washed with 50 ml of dichloromethane. 150 ml of water are added to the filtrate, mixture is stirred for 10 minutes and layers separated. Organic layer is dried over MgSO4 and evaporated under reduced pressure giving 7.13 g of oily residue, which is purified on chromatographic column (silica gel, petroleu... The reactants are Cc1ccc(S(=O)(=O)OCC#N)cc1, C1CCOC1, CC(C)(C)[O-], COc1cc(C(C)C)c(O)cc1I, [K+], [O-]c1ccccc1. Yields the product COc1cc(C(C)C)c(OCC#N)cc1I. As a reaction SMILES: [C:27](#[N:28])[CH2:29][O:30][S:31]([c:32]1[cH:33][cH:34][c:35]([CH3:36])[cH:37][cH:38]1)(=[O:39])=[O:40].[CH2:41]1[O:42][CH2:43][CH2:44][CH2:45]1.[CH3:14][C:15]([CH3:16])([O-:17])[CH3:18].[I:1][c:2]1[c:3]([O:12][CH3:13])[cH:4][c:5]([CH:9]([CH3:10])[CH3:11])[c:6]([OH:8])[cH:7]1.[K+:19].[O-:20][c:21]1[cH:22][cH:23][cH:24][cH:25][cH:26]1>>[I:1][c:2]1[c:3]([O:12][CH3:13])[cH:4][c:5]([CH:9]([CH3:10])[CH3:11])[c:6]([O:8][CH2:29][C:27]#[N:28])[cH:7]1. Solvent: ice water, C(Cl)(Cl)Cl (chloroform). Conditions: temperature 55 celsius, time 10 minute. Reaction SMILES: [Cl:1][C:2]1[CH:7]=[CH:6][C:5]([CH2:8][CH:9]([CH3:14])[CH2:10][S:11]([CH3:13])=[O:12])=[CH:4][N:3]=1.[N-:15]=[N+]=[N-].[Na+].OS(O)(=O)=O>C(Cl)(Cl)Cl>[Cl:1][C:2]1[CH:7]=[CH:6][C:5]([CH2:8][CH:9]([CH3:14])[CH2:10][S:11]([CH3:13])(=[NH:15])=[O:12])=[CH:4][N:3]=1 |f:1.2|. The product is ClC1=NC=C(C=C1)CC(CS(=O)(=N)C)C (2-Chloro-5-[2-methyl-3-(methylsulfonimidoyl)propyl]pyridine). Procedure details: To a stirred mixture of 2-chloro-5-[2-methyl-3-(methylsulfinyl)propyl]-pyridine (2.15 g, 9.3 mmol) and sodium azide (1.81 g, 28 mmol) in chloroform (30 mL) cooled in an ice-water bath was added concentrated H2SO4 (6 mL) and the resulting mixture stirred at this temperature for 10 min. The reaction was then heated at 55° C. in an oil-bath for 16 hrs. Upon cooling down, the mixture was diluted with ice-water (70 mL) and the organic layer removed. The aqueous phase was washed with CH2Cl2 (2×30 mL) ... Yield: 93.7%. Starting materials: ClC1=NC=C(C=C1)CC(CS(=O)C)C (2-chloro-5-[2-methyl-3-(methylsulfinyl)propyl]-pyridine), [N-]=[N+]=[N-].[Na+] (sodium azide), OS(=O)(=O)O (H2SO4). Starting materials: CC1=C(C=2C(=NC=CC2)N1)C (2,3 dimethylpyrrolo[2,3-b]pyridine), BrCCCC(=O)NC1=CC=CC=C1 ((2-bromoethyl)acetanilide), C(C)#N (acetonitrile). Product: Br.CC1=C(C=2C(N(C=CC2)CCC2=C(C=CC=C2)NC(=O)C)=N1)C (2,3-dimethyl-7(2-(2-acetaminophenyl)-ethyl)pyrrolo[2,3-b]pyridine hydrobromide). Yield: 7.0%. As a reaction SMILES: [CH3:1][C:2]1[NH:10][C:5]2=[N:6][CH:7]=[CH:8][CH:9]=[C:4]2[C:3]=1[CH3:11].[Br:12]CC[CH2:15][C:16]([NH:18][C:19]1[CH:24]=[CH:23][CH:22]=[CH:21][CH:20]=1)=[O:17].[C:25](#N)[CH3:26]>>[BrH:12].[CH3:1][C:2]1[N:10]=[C:5]2[N:6]([CH2:25][CH2:26][C:24]3[CH:23]=[CH:22][CH:21]=[CH:20][C:19]=3[NH:18][C:16]([CH3:15])=[O:17])[CH:7]=[CH:8][CH:9]=[C:4]2[C:3]=1[CH3:11] |f:3.4|. Procedure details: A solution of 73 mg (0,5 mmol) 2,3 dimethylpyrrolo[2,3-b]pyridine and 122 mg (0,5 mmol) of (2-bromoethyl)acetanilide in 2 ml acetonitrile was refluxed for 10 h. The solvent was evaporated and the crude product was treated with 5 ml petroleum ether:ether 1:1 and the insoluble fraction was treated with ether. The etheral layer was separated from the oily residue, which crystallized from acetronitrile and gave 15 mg (7,7%) of the title compound. Reactants: CCc1nc(NC2c3ccccc3CC2O)c(CC)nc1Br, CCc1cnc(C2CC2)c(NC2c3ccccc3CC2O)n1. The product is CCc1nc(NC2c3ccccc3CC2O)c(C2CC2)nc1Br. As a reaction SMILES: [Br:1][c:2]1[n:3][c:4]([CH2:21][CH3:22])[c:5]([NH:10][CH:11]2[CH:12]([OH:20])[CH2:13][c:14]3[cH:15][cH:16][cH:17][cH:18][c:19]32)[n:6][c:7]1[CH2:8][CH3:9].[CH:23]1([c:24]2[c:25]([NH:26][CH:27]3[c:28]4[c:29]([cH:30][cH:31][cH:32][cH:33]4)[CH2:34][CH:35]3[OH:36])[n:37][c:38]([CH2:39][CH3:40])[cH:41][n:42]2)[CH2:43][CH2:44]1>>[Br:1][c:2]1[n:3][c:4]([CH:21]2[CH2:22][CH2:23]2)[c:5]([NH:10][CH:11]2[CH:12]([OH:20])[CH2:13][c:14]3[cH:15][cH:16][cH:17][cH:18][c:19]32)[n:6][c:7]1[CH2:8][CH3:9]. The reactants are FC1=C(C=CC=C1)C1=CSC=2CN(CC(OC21)C)C(=O)OC(C)(C)C (tert-Butyl 8-(2-fluorophenyl)-2-methyl-2,3-dihydrothieno[2,3-f][1,4]oxazepine-4(5H)-carboxylate), C(C)(=O)OCC.Cl (hydrogen chloride-ethyl acetate). Product: COC=1C=C(C=CC1)C1=CSC=2CNCC(OC21)C (8-(3-methoxyphenyl)-2-methyl-2,3,4,5-tetrahydrothieno[2,3-f][1,4]oxazepine). Isolated yield 95.0%. As a reaction SMILES: F[C:2]1[CH:7]=[CH:6][CH:5]=[CH:4][C:3]=1[C:8]1[C:17]2[O:16][CH:15]([CH3:18])[CH2:14][N:13](C(OC(C)(C)C)=O)[CH2:12][C:11]=2[S:10][CH:9]=1.[C:26](OCC)(=[O:28])C.Cl>>[CH3:26][O:28][C:5]1[CH:4]=[C:3]([C:8]2[C:17]3[O:16][CH:15]([CH3:18])[CH2:14][NH:13][CH2:12][C:11]=3[S:10][CH:9]=2)[CH:2]=[CH:7][CH:6]=1 |f:1.2|. Procedure: tert-Butyl 8-(2-fluorophenyl)-2-methyl-2,3-dihydrothieno[2,3-f][1,4]oxazepine-4(5H)-carboxylate (168 mg) was stirred in 4 N hydrogen chloride-ethyl acetate solution (5 mL) for 30 min. The reaction solution was concentrated under reduced pressure, and the residue was recrystallized from ethyl acetate to give 8-(2-fluorophenyl)-2-methyl-2,3,4,5-tetrahydrothieno[2,3-f][1,4]oxazepine 1 hydrochloride (132 mg, 95%) as colorless crystals. Starting materials: C (carbon black), C (carbon black), C (carbon black), C (carbon black), C1=C(NC(=C1Br)Br)C(=O)O (DBPA), S(=O)(C1=CC=C(C=C1)N)(=O)O (sulfanilic acid), [N+](=O)[O-] (Nitrogen dioxide). Run in O (water), O (water). Product: [OH-].S(=O)(=O)(O)C1=CC=C(C=C1)[N+]#N (4-Sulfobenzenediazonium hydroxide). Reaction SMILES: C.C1C(Br)=C(Br)[NH:4]C=1C(O)=[O:10].[S:12]([OH:22])(=[O:21])([C:14]1[CH:19]=[CH:18][C:17]([NH2:20])=[CH:16][CH:15]=1)=[O:13].[N+]([O-])=O>O>[OH-:10].[S:12]([C:14]1[CH:15]=[CH:16][C:17]([N+:20]#[N:4])=[CH:18][CH:19]=1)([OH:22])(=[O:21])=[O:13] |f:5.6,^1:22|. Procedure details: This example illustrates the preparation of a carbon black product of the present invention and the use of this carbon black product in an aqueous coating. A carbon black (200 g) with a CTAB surface area of 350 m2 /g and a DBPA of 120 ml/100 g was added to a stirred solution of 42.4 g sulfanilic acid in 2800 g of water. Nitrogen dioxide (25.5 g) was dissolved in 100 g of cold water and added to the carbon black product suspension. Bubbles were released. 4-Sulfobenzenediazonium hydroxide inner sa...